Dataset: the Open Reaction Database (ORD), a public repository of structured organic reaction records. Task: describe an organic reaction: reactants, conditions, products, and yield Reactants: [Br-].C(=O)(O)CCC[P+](C1=CC=CC=C1)(C1=CC=CC=C1)C1=CC=CC=C1 (3-carboxypropyltriphenylphosphonium bromide), CC(C)(C)[O-].[K+] (KOt-Bu), BrC1=C(C=C(C=O)C=C1)F (4-bromo-3-fluorobenzaldehyde). The solvent is CS(=O)C (DMSO), CS(=O)C (DMSO). Conditions: time 40 minute. The product is BrC1=C(C=C(C=C1)/C=C/CCC(=O)O)F ((E)-5-(4-bromo-3-fluorophenyl)pent-4-enoic acid). The yield is 47.4%. Reaction SMILES: [Br-].[C:2]([CH2:5][CH2:6][CH2:7][P+](C1C=CC=CC=1)(C1C=CC=CC=1)C1C=CC=CC=1)([OH:4])=[O:3].CC([O-])(C)C.[K+].[Br:33][C:34]1[CH:41]=[CH:40][C:37]([CH:38]=O)=[CH:36][C:35]=1[F:42]>CS(C)=O>[Br:33][C:34]1[CH:41]=[CH:40][C:37](/[CH:38]=[CH:7]/[CH2:6][CH2:5][C:2]([OH:4])=[O:3])=[CH:36][C:35]=1[F:42] |f:0.1,2.3|. Reported procedure: To a solution of 3-carboxypropyltriphenylphosphonium bromide (8.6 g, 20 mmol) in DMSO (20 mL) was added solid KOt-Bu (4.49 g, 40.0 mmol) at rt. After stirring for 40 min, a solution of 4-bromo-3-fluorobenzaldehyde (3.45 g, 17.00 mmol) in DMSO was added slowly. The mixture was stirred at rt for 16 h. The reaction was quenched with water (200 mL), washed with EtOAc/hexanes (1/1). The aqueous layer was neutralized with concentrated hydrochloric acid to pH=2, extracted with EtOAc. The organic layer ... The reactants are ClCCl (dichloromethane), CN(C(=O)NC)CCC (1,3-dimethyl-1-propylurea), C1(=CC=CC=C1)N=C=O (phenylisocyanate), Cl (hydrochloric acid), stannic chloride. Run in C(Cl)(Cl)Cl (chloroform). Run at time 15 hour. Yields the product CN(C(=O)N(C(=O)NC1=CC=CC=C1)C)CCC (1,3-dimethyl-1-propyl-5-phenylbiuret). Yield: 74.6%. As a reaction SMILES: ClCCl.[CH3:4][N:5]([CH2:10][CH2:11][CH3:12])[C:6]([NH:8][CH3:9])=[O:7].[C:13]1([N:19]=[C:20]=[O:21])[CH:18]=[CH:17][CH:16]=[CH:15][CH:14]=1.Cl>C(Cl)(Cl)Cl>[CH3:4][N:5]([CH2:10][CH2:11][CH3:12])[C:6]([N:8]([CH3:9])[C:20]([NH:19][C:13]1[CH:18]=[CH:17][CH:16]=[CH:15][CH:14]=1)=[O:21])=[O:7]. Procedure: Into 300 ml of anhydrous dichloromethane, 13.0 g (0.1 mol) of 1,3-dimethyl-1-propylurea and 12.0 g (0.1 mol) of phenylisocyanate were added and dissolved. The mixture was ice-cooled under stirring and 26.0 g (0.1 mol) of stannic chloride was added drop-wise. The reaction was then continued at a room temperature for 15 hours and the precipitate formed was separated by filtration. The precipitate thus obtained was added into a mixture of 60 ml of 20% hydrochloric acid/120 ml of chloroform and the ... Reactants: N1=C(NC2=C1C=CC=C2)CN(C(=O)C=2C=CC1=C(CNC(C(N1)CC(=O)OC)=O)C2)C (methyl (±)-7-[[[(2-benzimidazolyl)methyl]methylamino]carbonyl]-3-oxo-2,3,4,5-tetrahydro-1H-1,4-benzodiazepine-2-acetate), O (water), [OH-].[Na+] (NaOH), FC(C(=O)O)(F)F (Trifluoroacetic acid). Reported procedure: A solution of methyl (±)-7-[[[(2-benzimidazolyl)methyl]methylamino]carbonyl]-3-oxo-2,3,4,5-tetrahydro-1H-1,4-benzodiazepine-2-acetate (0.040 g, 0.09 mmol) in a mixture of methanol (7.0 mL), water (0.7 mL), and 1.0 M NaOH (0.7 mL) was kept 16 h at RT. Trifluoroacetic acid (0.5 mL) was added and the solvents were removed to give the crude product. Purification by semi-preparative HPLC (YMC ODS-AQ, 15:85; acetonitrile:water, 0.1% TFA) gave the title compound: MS (ES) m/e 408.2 (M+H)+ ; 1H NMR (250 ... RXN SMILES: [N:1]1[C:5]2[CH:6]=[CH:7][CH:8]=[CH:9][C:4]=2[NH:3][C:2]=1[CH2:10][N:11]([CH3:31])[C:12]([C:14]1[CH:15]=[CH:16][C:17]2[NH:23][CH:22]([CH2:24][C:25]([O:27]C)=[O:26])[C:21](=[O:29])[NH:20][CH2:19][C:18]=2[CH:30]=1)=[O:13].O.[OH-].[Na+].FC(F)(F)C(O)=O>CO>[N:1]1[C:5]2[CH:6]=[CH:7][CH:8]=[CH:9][C:4]=2[NH:3][C:2]=1[CH2:10][N:11]([CH3:31])[C:12]([C:14]1[CH:15]=[CH:16][C:17]2[NH:23][CH:22]([CH2:24][C:25]([OH:27])=[O:26])[C:21](=[O:29])[NH:20][CH2:19][C:18]=2[CH:30]=1)=[O:13] |f:2.3|. Solvent: CO (methanol). The product is N1=C(NC2=C1C=CC=C2)CN(C(=O)C=2C=CC1=C(CNC(C(N1)CC(=O)O)=O)C2)C ((±)-7-[[[(2-Benzimidazolyl)methyl]methylamino]carbonyl]-3-oxo-2,3,4,5-tetrahydro-1H-1,4-benzodiazepine-2-acetic acid). Run at time 16 hour. Starting materials: CN(C(=O)Cl)C1=CC=CC=C1 (N-methyl-N-phenylcarbamoyl chloride), NCCOCCN1C(=NC=2C(=NC(=C(C21)C)C)N)C (1-[2-(2-aminoethoxy)ethyl]-2,6,7-trimethyl-1H-imidazo[4,5-c]pyridin-4-amine). Product: NC1=NC(=C(C2=C1N=C(N2CCOCCNC(N(C2=CC=CC=C2)C)=O)C)C)C (N′-{2-[2-(4-Amino-2,6,7-trimethyl-1H-imidazo[4,5-c]pyridin-1-yl)ethoxy]ethyl}-N-methyl-N-phenylurea). As a reaction SMILES: [CH3:1][N:2]([C:6]1[CH:11]=[CH:10][CH:9]=[CH:8][CH:7]=1)[C:3](Cl)=[O:4].[NH2:12][CH2:13][CH2:14][O:15][CH2:16][CH2:17][N:18]1[C:26]2[C:25]([CH3:27])=[C:24]([CH3:28])[N:23]=[C:22]([NH2:29])[C:21]=2[N:20]=[C:19]1[CH3:30]>>[NH2:29][C:22]1[C:21]2[N:20]=[C:19]([CH3:30])[N:18]([CH2:17][CH2:16][O:15][CH2:14][CH2:13][NH:12][C:3](=[O:4])[N:2]([CH3:1])[C:6]3[CH:11]=[CH:10][CH:9]=[CH:8][CH:7]=3)[C:26]=2[C:25]([CH3:27])=[C:24]([CH3:28])[N:23]=1. Procedure: Using the method of Examples 54-68, N-methyl-N-phenylcarbamoyl chloride was reacted with 1-[2-(2-aminoethoxy)ethyl]-2,6,7-trimethyl-1H-imidazo[4,5-c]pyridin-4-amine to provide the desired compound. The product was purified using Method A. The observed accurate mass was 397.2343. The reactants are Brc1ccc2[nH]ccc2c1, CN(C)C=O, CC(C)[Si](Cl)(C(C)C)C(C)C, ClCCl, [H-], [Na+], [Na], O. Yields the product CC(C)[Si](C(C)C)(C(C)C)n1ccc2cc(Br)ccc21. Reaction SMILES: [Br:13][c:14]1[cH:15][c:16]2[cH:17][cH:18][nH:19][c:20]2[cH:21][cH:22]1.[CH3:25][N:26]([CH3:27])[CH:28]=[O:29].[CH:1]([CH3:2])([CH3:3])[Si:4]([CH:5]([CH3:6])[CH3:7])([CH:8]([CH3:9])[CH3:10])[Cl:11].[Cl:30][CH2:31][Cl:32].[H-:23].[Na+:24].[Na:12].[OH2:33]>>[CH:1]([CH3:2])([CH3:3])[Si:4]([CH:5]([CH3:6])[CH3:7])([CH:8]([CH3:9])[CH3:10])[n:19]1[cH:18][cH:17][c:16]2[cH:15][c:14]([Br:13])[cH:22][cH:21][c:20]21. Reaction SMILES: [F:1][C:2]1[CH:7]=[CH:6][C:5]([S:8](Cl)(=[O:10])=[O:9])=[CH:4][CH:3]=1.[NH2:12][C@H:13]([C:34]1[CH:39]=[CH:38][CH:37]=[CH:36][CH:35]=1)[CH2:14][CH2:15][N:16]1[CH2:21][CH2:20][CH:19]([C:22]2[CH:23]=[C:24]([NH:28][C:29](=[O:33])[CH:30]([CH3:32])[CH3:31])[CH:25]=[CH:26][CH:27]=2)[CH2:18][CH2:17]1>>[F:1][C:2]1[CH:7]=[CH:6][C:5]([S:8]([NH:12][C@H:13]([C:34]2[CH:35]=[CH:36][CH:37]=[CH:38][CH:39]=2)[CH2:14][CH2:15][N:16]2[CH2:21][CH2:20][CH:19]([C:22]3[CH:23]=[C:24]([NH:28][C:29](=[O:33])[CH:30]([CH3:32])[CH3:31])[CH:25]=[CH:26][CH:27]=3)[CH2:18][CH2:17]2)(=[O:10])=[O:9])=[CH:4][CH:3]=1. Procedure details: Prepared by Procedure Q1 and Scheme AC using 4-fluorobenzenesulfonyl chloride and N-(3-{1-[(3S)-3-amino-3-phenylpropyl]-4-piperidinyl}phenyl)-2-methylpropanamide: ESMS m/e: 538.1 (M+H)+. Yields the product FC1=CC=C(C=C1)S(=O)(=O)N[C@@H](CCN1CCC(CC1)C=1C=C(C=CC1)NC(C(C)C)=O)C1=CC=CC=C1 (N-{3-[1-((3S)-3-{[(4-FLUOROPHENYL)SULFONYL]AMINO}-3-PHENYLPROPYL)-4-PIPERIDINYL]PHENYL}-2-METHYLPROPANAMIDE). The reactants are FC1=CC=C(C=C1)S(=O)(=O)Cl (4-fluorobenzenesulfonyl chloride), N[C@@H](CCN1CCC(CC1)C=1C=C(C=CC1)NC(C(C)C)=O)C1=CC=CC=C1 (N-(3-{1-[(3S)-3-amino-3-phenylpropyl]-4-piperidinyl}phenyl)-2-methylpropanamide). The reactants are C(C1=CC=CC=C1)=O (Benzaldehyde), CCOCC ((C2H5)2O), C(C1=NC2=C(C(O1)=O)C=CC=C2)C2=NC1=C(C(O2)=O)C=CC=C1 (2,2'-methylenebis(3,1-benzoxazine-4-one)), B(F)(F)F (BF3). Run in C1(=CC=CC=C1)C (toluene). Product: C1=CC=C(C=C1)C=C(C2=NC3=CC=CC=C3C(=O)O2)C4=NC5=CC=CC=C5C(=O)O4 (2,2'-phenylethenilidene-bis(3,1-benzoxazine-4-one)). RXN SMILES: [CH:1](=O)[C:2]1[CH:7]=[CH:6][CH:5]=[CH:4][CH:3]=1.[CH2:9]([C:21]1[O:26][C:25](=[O:27])[C:24]2[CH:28]=[CH:29][CH:30]=[CH:31][C:23]=2[N:22]=1)[C:10]1[O:15][C:14](=[O:16])[C:13]2[CH:17]=[CH:18][CH:19]=[CH:20][C:12]=2[N:11]=1.B(F)(F)F.CCOCC>C1(C)C=CC=CC=1>[CH:5]1[CH:6]=[CH:7][C:2]([CH:1]=[C:9]([C:10]2[O:15][C:14](=[O:16])[C:13]3[C:12](=[CH:20][CH:19]=[CH:18][CH:17]=3)[N:11]=2)[C:21]2[O:26][C:25](=[O:27])[C:24]3[C:23](=[CH:31][CH:30]=[CH:29][CH:28]=3)[N:22]=2)=[CH:3][CH:4]=1. Procedure details: Benzaldehyde 259 mg, 2.45 mmol), Compound (2,2'-methylenebis(3,1-benzoxazine-4-one) (500 mg, 1.63 mmol), and BF3.(C2H5)2O (0.045 ml, 0.163 mmol) where heated under reflux in dry toluene (20 ml) for 20 hours. After the reaction, the solvent was removed under reduced pressure from the reaction mixture, the residue was treated with water, extracted with benzene, and the organic layer was separated, washed with water and dried over magnesium sulfate. The solvent was evaporated under reduced pressure...